From a dataset of the Open Reaction Database (ORD), a public repository of structured organic reaction records. describe an organic reaction: reactants, conditions, products, and yield The reactants are amide, C(C)(C)(C)OC(=O)N1CCC(CC1)OC=1C=C(C=CC1)C1=NC2=C(C=CC=C2C=C1)C(=O)O (2-(3-(1-(tert-butoxycarbonyl)piperidin-4-yloxy)phenyl)quinoline-8-carboxylic acid), C1(CCCC1)N (cyclopentylamine). Yields the product C1(CCCC1)NC(=O)C=1C=CC=C2C=CC(=NC12)C1=CC(=CC=C1)OC1CCNCC1 (N-cyclopentyl-2-(3-(piperidin-4-yloxy)phenyl)quinoline-8-carboxamide). RXN SMILES: C(OC([N:8]1[CH2:13][CH2:12][CH:11]([O:14][C:15]2[CH:16]=[C:17]([C:21]3[CH:30]=[CH:29][C:28]4[C:23](=[C:24]([C:31]([OH:33])=O)[CH:25]=[CH:26][CH:27]=4)[N:22]=3)[CH:18]=[CH:19][CH:20]=2)[CH2:10][CH2:9]1)=O)(C)(C)C.[CH:34]1([NH2:39])[CH2:38][CH2:37][CH2:36][CH2:35]1>>[CH:34]1([NH:39][C:31]([C:24]2[CH:25]=[CH:26][CH:27]=[C:28]3[C:23]=2[N:22]=[C:21]([C:17]2[CH:18]=[CH:19][CH:20]=[C:15]([O:14][CH:11]4[CH2:12][CH2:13][NH:8][CH2:9][CH2:10]4)[CH:16]=2)[CH:30]=[CH:29]3)=[O:33])[CH2:38][CH2:37][CH2:36][CH2:35]1. Reported procedure: The same general amide coupling procedure outlined above was employed using 2-(3-(1-(tert-butoxycarbonyl)piperidin-4-yloxy)phenyl)quinoline-8-carboxylic acid and cyclopentylamine. Purification by column chromatography (1:5 ethyl acetate/pentane), followed by treatment with 4N HCl/MeOH and concentration produced the product as a yellow solid. MS (ESI) calcd for C26H29N3O2 (m/z): 415.23. found: 416 [M+1]. Starting materials: CC1(OB(OC1(C)C)C1=CC=C2C=C(N=CC2=C1)NC(=O)C1CC1)C (N-(7-(4,4,5,5-tetramethyl-1,3,2-dioxaborolan-2-yl)isoquinolin-3-yl)cyclopropanecarboxamide), BrC1=C(C=CC(=C1)OC)C (2-bromo-4-methoxy-1-methylbenzene), C([O-])([O-])=O.[Cs+].[Cs+] (cesium carbonate). The reagents and catalysts are C1=CC=C(C=C1)P([C-]2C=CC=C2)C3=CC=CC=C3.C1=CC=C(C=C1)P([C-]2C=CC=C2)C3=CC=CC=C3.Cl[Pd]Cl.[Fe+2] ([1,1′-Bis(diphenylphosphino)ferrocene]dichloropalladium(II)). Solvent: O1CCOCC1.O (dioxane water). Reaction conditions: temperature 130 celsius. Yields the product COC=1C=CC(=C(C1)C1=CC=C2C=C(N=CC2=C1)NC(=O)C1CC1)C (N-(7-(5-methoxy-2-methylphenyl)isoquinolin-3-yl)cyclopropanecarboxamide). The yield is 21.7%. RXN SMILES: CC1(C)C(C)(C)OB([C:9]2[CH:18]=[C:17]3[C:12]([CH:13]=[C:14]([NH:19][C:20]([CH:22]4[CH2:24][CH2:23]4)=[O:21])[N:15]=[CH:16]3)=[CH:11][CH:10]=2)O1.Br[C:27]1[CH:32]=[C:31]([O:33][CH3:34])[CH:30]=[CH:29][C:28]=1[CH3:35].C(=O)([O-])[O-].[Cs+].[Cs+]>O1CCOCC1.O.C1C=CC(P(C2C=CC=CC=2)[C-]2C=CC=C2)=CC=1.C1C=CC(P(C2C=CC=CC=2)[C-]2C=CC=C2)=CC=1.Cl[Pd]Cl.[Fe+2]>[CH3:34][O:33][C:31]1[CH:30]=[CH:29][C:28]([CH3:35])=[C:27]([C:9]2[CH:18]=[C:17]3[C:12]([CH:13]=[C:14]([NH:19][C:20]([CH:22]4[CH2:23][CH2:24]4)=[O:21])[N:15]=[CH:16]3)=[CH:11][CH:10]=2)[CH:32]=1 |f:2.3.4,5.6,7.8.9.10|. Reported procedure: To a solution of N-(7-(4,4,5,5-tetramethyl-1,3,2-dioxaborolan-2-yl)isoquinolin-3-yl)cyclopropanecarboxamide (200 mg, 0.59 mmol) in dioxane/water (5.0 ml) were added 2-bromo-4-methoxy-1-methylbenzene (100 mg, 0.50 mmol), cesium carbonate (391 mg, 1.2 mmol) and [1,1′-Bis(diphenylphosphino)ferrocene]dichloropalladium(II) (22 mg, 0.03 mmol). It was purged with nitrogen and heated at 130° C. for 30 min under microwave irradiation. The reaction mixture was concentrated, washed with water and extracted... Procedure: A a solution of 2-chloro-6-methyl-isonicotinic acid isopropyl ester (2.0 g, 9.36 mmol) in dioxane (75 mL) is degassed and put under argon before Pd(dppf) (229 mg, 0.281 mmol) is added. At rt, a 0.5 M solution of 1-ethyl-propylzinc bromide in THF (46.8 mL, 23.4 mmol) is added dropwise to the mixture. The mixture is stirred at 80° C. for 16 h before the reaction is quenched by adding ice-cold water (200 mL). A precipitate forms and the mixture is diluted with EA (200 mL) and filtered through celit... The product is C(C)(C)OC(C1=CC(=NC(=C1)C)C(CC)CC)=O (2-(1-ethyl-propyl)-6-methyl-isonicotinic acid isopropyl ester). The solvent is O1CCOCC1 (dioxane). Starting materials: C(C)(C)OC(C1=CC(=NC(=C1)C)Cl)=O (2-chloro-6-methyl-isonicotinic acid isopropyl ester), Pd(dppf), solution, [Br-].C(C)C(CC)[Zn+] (1-ethyl-propylzinc bromide), C1CCOC1 (THF). Reaction SMILES: [CH:1]([O:4][C:5](=[O:14])[C:6]1[CH:11]=[C:10]([CH3:12])[N:9]=[C:8](Cl)[CH:7]=1)([CH3:3])[CH3:2].[Br-].[CH2:16]([CH:18]([Zn+])[CH2:19][CH3:20])[CH3:17].C1COCC1>O1CCOCC1>[CH:1]([O:4][C:5](=[O:14])[C:6]1[CH:11]=[C:10]([CH3:12])[N:9]=[C:8]([CH:18]([CH2:19][CH3:20])[CH2:16][CH3:17])[CH:7]=1)([CH3:3])[CH3:2] |f:1.2|. Reaction conditions: temperature 80 celsius, time 16 hour. Reactants: [BH4-].[K+] (potassium borohydride), aqueous solution, Cl (hydrochloric acid), aqueous solution, [OH-].[Na+] (sodium hydroxide), OC1N(C(SC1)=S)C1=NC=CC=C1 (4-hydroxy-3-(pyrid-2-yl)-thiazolidine-2-thione). The solvent is O (water), CO (methanol). Run at time 1 hour. Yields the product N1=C(C=CC=C1)NC(SCCO)=S (2-hydroxyethyl pyrid-2-yldithiocarbamate). The yield is 66.1%. RXN SMILES: [OH-].[Na+].[OH:3][CH:4]1[CH2:8][S:7][C:6](=[S:9])[N:5]1[C:10]1[CH:15]=[CH:14][CH:13]=[CH:12][N:11]=1.[BH4-].[K+].Cl>CO.O>[N:11]1[CH:12]=[CH:13][CH:14]=[CH:15][C:10]=1[NH:5][C:6](=[S:9])[S:7][CH2:8][CH2:4][OH:3] |f:0.1,3.4|. Procedure details: A 4 N aqueous solution of sodium hydroxide (150 cc) is added, at a maximum of 20° C., to a suspension of 4-hydroxy-3-(pyrid-2-yl)-thiazolidine-2-thione (127.5 g) in methanol (900 cc), and a solution of potassium borohydride (33.0 g) in water (150 cc) is then added at a maximum of 20° C. The reaction is allowed to proceed for 1 hour at 20° C. A 4 N aqueous solution of hydrochloric acid (300 cc) is added at a maximum of 20° C. The methanol is evaporated off under reduced pressure (20 mm Hg) at 45°... Reported procedure: A solution of tert-butyl 4-{[(7-[5-(cyclopropylmethoxy)-1,3-benzodioxol-4-yl]-2-methyl-1-{[2-(trimethylsilyl)ethoxy]methyl}-1H-pyrrolo[3,2-b]pyridin-3-yl)carbonyl]amino}piperidine-1-carboxylate from example D.d1 (3.74 g; 5.5 mmol), tetrabutylammonium fluoride trihydrate (5.21 g; 16.5 mmol) and ethane-1,2-diamine (0.50 g; 8.25 mmol) in tetrahydrofurane (40 mL) is heated to gentle reflux until the starting material is completely consumed according to LC-MS. The crude is purified by column chromato... Reaction SMILES: [CH:1]1([CH2:4][O:5][C:6]2[CH:14]=[CH:13][C:9]3[O:10][CH2:11][O:12][C:8]=3[C:7]=2[C:15]2[CH:20]=[CH:19][N:18]=[C:17]3[C:21]([C:33]([NH:35][CH:36]4[CH2:41][CH2:40][N:39]([C:42]([O:44][C:45]([CH3:48])([CH3:47])[CH3:46])=[O:43])[CH2:38][CH2:37]4)=[O:34])=[C:22]([CH3:32])[N:23](COCC[Si](C)(C)C)[C:16]=23)[CH2:3][CH2:2]1.O.O.O.[F-].C([N+](CCCC)(CCCC)CCCC)CCC.C(N)CN>O1CCCC1>[CH:1]1([CH2:4][O:5][C:6]2[CH:14]=[CH:13][C:9]3[O:10][CH2:11][O:12][C:8]=3[C:7]=2[C:15]2[CH:20]=[CH:19][N:18]=[C:17]3[C:21]([C:33]([NH:35][CH:36]4[CH2:41][CH2:40][N:39]([C:42]([O:44][C:45]([CH3:48])([CH3:47])[CH3:46])=[O:43])[CH2:38][CH2:37]4)=[O:34])=[C:22]([CH3:32])[NH:23][C:16]=23)[CH2:3][CH2:2]1 |f:1.2.3.4.5|. The solvent is O1CCCC1 (tetrahydrofurane). Product: C1(CC1)COC1=C(C2=C(OCO2)C=C1)C1=C2C(=NC=C1)C(=C(N2)C)C(=O)NC2CCN(CC2)C(=O)OC(C)(C)C (tert-Butyl 4-[({7-[5-(cyclopropylmethoxy)-1,3-benzodioxol-4-yl]-2-methyl-1H-pyrrolo[3,2-b]pyridin-3-yl}carbonyl)amino]piperidine-1-carboxylate). The reactants are C1(CC1)COC1=C(C2=C(OCO2)C=C1)C1=C2C(=NC=C1)C(=C(N2COCC[Si](C)(C)C)C)C(=O)NC2CCN(CC2)C(=O)OC(C)(C)C (tert-butyl 4-{[(7-[5-(cyclopropylmethoxy)-1,3-benzodioxol-4-yl]-2-methyl-1-{[2-(trimethylsilyl)ethoxy]methyl}-1H-pyrrolo[3,2-b]pyridin-3-yl)carbonyl]amino}piperidine-1-carboxylate), O.O.O.[F-].C(CCC)[N+](CCCC)(CCCC)CCCC (tetrabutylammonium fluoride trihydrate), C(CN)N (ethane-1,2-diamine). The reactants are C, CCc1ccc(Cc2ccc(CC(N)=O)cc2OCc2ccccc2)cc1, CO, [Pd]. The product is CCc1ccc(Cc2ccc(CC(N)=O)cc2O)cc1. RXN SMILES: [C:30].[CH2:1]([c:2]1[cH:3][cH:4][cH:5][cH:6][cH:7]1)[O:8][c:9]1[cH:10][c:11]([CH2:24][C:25](=[O:26])[NH2:27])[cH:12][cH:13][c:14]1[CH2:15][c:16]1[cH:17][cH:18][c:19]([CH2:22][CH3:23])[cH:20][cH:21]1.[CH3:28][OH:29].[Pd:31]>>[OH:8][c:9]1[cH:10][c:11]([CH2:24][C:25](=[O:26])[NH2:27])[cH:12][cH:13][c:14]1[CH2:15][c:16]1[cH:17][cH:18][c:19]([CH2:22][CH3:23])[cH:20][cH:21]1. Reactants: CN(C1=NC2=C(C=C(C=C2)Cl)C(=[N+](C1)[O-])C3=CC=CC=C3)N=O (N-nitrosochlordiazepoxide), C(C)O (ethanol), acetyl hydrazide. The solvent is C(C)N(CC)CC (triethylamine). Product: C(C)(=O)NNC1=NC2=C(C(=[N+](C1)[O-])C1=CC=CC=C1)C=C(C=C2)Cl (2-(2-acetylhydrazino)-7-chloro-5-phenyl-3H-1,4-benzodiazepine 4-oxide). As a reaction SMILES: C[N:2]([N:22]=O)[C:3]1[CH2:14][N+:13]([O-:15])=[C:12]([C:16]2[CH:21]=[CH:20][CH:19]=[CH:18][CH:17]=2)[C:6]2[CH:7]=[C:8]([Cl:11])[CH:9]=[CH:10][C:5]=2[N:4]=1.[CH2:24]([OH:26])[CH3:25]>C(N(CC)CC)C>[C:24]([NH:22][NH:2][C:3]1[CH2:14][N+:13]([O-:15])=[C:12]([C:16]2[CH:21]=[CH:20][CH:19]=[CH:18][CH:17]=2)[C:6]2[CH:7]=[C:8]([Cl:11])[CH:9]=[CH:10][C:5]=2[N:4]=1)(=[O:26])[CH3:25]. Reported procedure: A mixture of 3.3 g. of N-nitrosochlordiazepoxide, 30 ml. of ethanol, 3 ml. of triethylamine and 2 g. of acetyl hydrazide was refluxed for 24 hours. The solvent was removed and replaced by n-butanol. After additional 24 hours of reflux, the reaction mixture was evaporated. The residue was slurried with methylene chloride. The insoluble material was collected and recrystallized from methylene chloride/ethanol to yield 2-(2-acetylhydrazino)-7-chloro-5-phenyl-3H-1,4-benzodiazepine 4-oxide. The methy...